Dataset: the Open Reaction Database (ORD), a public repository of structured organic reaction records. Task: describe an organic reaction: reactants, conditions, products, and yield Starting materials: C (charcoal), C(C)OP(=O)(C1=CC=CC=2N1C=C(N2)C(=O)OCC)OCC (Ethyl 5-(diethoxyphosphinyl)imidazo[1,2-a]pyridine-2-carboxylate), ClCl (Cl2), P(=O)(O)(O)CC=1C=2N(C=CC1)C=C(N2)C(=O)O (8-(phosphonomethyl)imidazo[1,2-a]pyridine-2-carboxylic acid), O1CCOCC1 (dioxane). The solvent is CCOCC (Et2O). Yields the product Cl.C(C)OP(=O)(C1=CC=CC=2N1C=C(N2)C(=O)OCC)OCC (Ethyl 5-(diethoxyphosphinyl)imidazo[1,2-a]pyridine-2-carboxylate, monohydrochloride). Reaction SMILES: [CH2:1]([O:3][P:4]([O:20][CH2:21][CH3:22])([C:6]1[N:11]2[CH:12]=[C:13]([C:15]([O:17][CH2:18][CH3:19])=[O:16])[N:14]=[C:10]2[CH:9]=[CH:8][CH:7]=1)=[O:5])[CH3:2].C.P(CC1C2N(C=C(C(O)=O)N=2)C=CC=1)(O)(O)=O.O1CCOCC1.[Cl:47]Cl>CCOCC>[ClH:47].[CH2:1]([O:3][P:4]([O:20][CH2:21][CH3:22])([C:6]1[N:11]2[CH:12]=[C:13]([C:15]([O:17][CH2:18][CH3:19])=[O:16])[N:14]=[C:10]2[CH:9]=[CH:8][CH:7]=1)=[O:5])[CH3:2] |f:6.7|. Reported procedure: The product from Example 51 (1.6 g, 4.4 mmol) was dissolved in CH2 Cl2 (30 mL), treated with activated charcoal and filtered. To this filtrate was then added 6N HCl in dioxane (0.9 mL, 4.4 mmol) followed by Et2O (100 mL). The precipitated product was filtered, washed with Et2O, and dried in vacuo. The reactants are CCOC(C)=O, CCOC=O, [Cl-], COCN1c2cc(CN)ccc2Sc2nccnc21, [NH4+]. Product: COCN1c2cc(CNC=O)ccc2Sc2nccnc21. As a reaction SMILES: [CH3:22][CH2:23][O:24][C:25](=[O:26])[CH3:27].[CH:28]([O:29][CH2:30][CH3:31])=[O:32].[Cl-:20].[NH2:1][CH2:2][c:3]1[cH:4][cH:5][c:6]2[c:7]([cH:19]1)[N:8]([CH2:16][O:17][CH3:18])[c:9]1[c:10]([n:12][cH:13][cH:14][n:15]1)[S:11]2.[NH4+:21]>>[NH:1]([CH2:2][c:3]1[cH:4][cH:5][c:6]2[c:7]([cH:19]1)[N:8]([CH2:16][O:17][CH3:18])[c:9]1[c:10]([n:12][cH:13][cH:14][n:15]1)[S:11]2)[CH:23]=[O:24]. Starting materials: NC(=O)c1ccc(OCCNCC(O)c2ccc(OCc3ccccc3)cc2)cc1O, [H][H], C1COCCO1. Product: NC(=O)c1ccc(OCCNCC(O)c2ccc(O)cc2)cc1O. Reaction SMILES: [CH2:1]([c:2]1[cH:3][cH:4][cH:5][cH:6][cH:7]1)[O:8][c:9]1[cH:10][cH:11][c:12]([CH:13]([CH2:14][NH:15][CH2:16][CH2:17][O:18][c:19]2[cH:20][c:21]([OH:28])[c:22]([C:25]([NH2:26])=[O:27])[cH:23][cH:24]2)[OH:29])[cH:30][cH:31]1.[H:32][H:33].[O:34]1[CH2:35][CH2:36][O:37][CH2:38][CH2:39]1>>[OH:8][c:9]1[cH:10][cH:11][c:12]([CH:13]([CH2:14][NH:15][CH2:16][CH2:17][O:18][c:19]2[cH:20][c:21]([OH:28])[c:22]([C:25]([NH2:26])=[O:27])[cH:23][cH:24]2)[OH:29])[cH:30][cH:31]1. Starting materials: FC1=CC=C(N)C=C1 (4-fluoroaniline), CC(=O)C (acetone), ice water, solution, [BH4-].[Na+] (sodium borohydride), [OH-].[Na+] (sodium hydroxide). Run in C(C)(=O)O (acetic acid). Reaction conditions: temperature 10 celsius, time 1 hour. The product is FC1=CC=C(NC(C)C)C=C1 (4-Fluoro-N-isopropylaniline). The yield is 71.0%. RXN SMILES: [F:1][C:2]1[CH:8]=[CH:7][C:5]([NH2:6])=[CH:4][CH:3]=1.[CH3:9][C:10]([CH3:12])=O.[BH4-].[Na+].[OH-].[Na+]>C(O)(=O)C>[F:1][C:2]1[CH:8]=[CH:7][C:5]([NH:6][CH:10]([CH3:12])[CH3:9])=[CH:4][CH:3]=1 |f:2.3,4.5|. Reported procedure: A solution of 22.2 g (0.2 m) 4-fluoroaniline, and 17.6 ml (0.24 m) acetone in 120 ml (2 m) glacial acetic acid in the three neck 500 ml round bottom flask was stirred mechanically and cooled to approximately 10° C. in an ice bath. To this solution 9.4 g (0.25 m) sodium borohydride was added in parts while keeping the temperature below 20° C. It was allowed to stir at 20° C. for 30 minutes and one hour at room temperature. The mixture was poured into 500 ml ice water. The aqueous solution was mad... The reactants are BrC(Br)(Br)Br, ClCCl, OCCCCCCCCc1ccccc1, c1ccc(P(c2ccccc2)c2ccccc2)cc1. Yields the product BrCCCCCCCCc1ccccc1. As a reaction SMILES: [C:16]([Br:17])([Br:18])([Br:19])[Br:20].[CH2:40]([Cl:41])[Cl:42].[c:1]1([CH2:7][CH2:8][CH2:9][CH2:10][CH2:11][CH2:12][CH2:13][CH2:14][OH:15])[cH:2][cH:3][cH:4][cH:5][cH:6]1.[c:21]1([P:22]([c:23]2[cH:24][cH:25][cH:26][cH:27][cH:28]2)[c:29]2[cH:30][cH:31][cH:32][cH:33][cH:34]2)[cH:35][cH:36][cH:37][cH:38][cH:39]1>>[c:1]1([CH2:7][CH2:8][CH2:9][CH2:10][CH2:11][CH2:12][CH2:13][CH2:14][Br:17])[cH:2][cH:3][cH:4][cH:5][cH:6]1.